This data is from the Open Reaction Database (ORD), a public repository of structured organic reaction records. The task is: describe an organic reaction: reactants, conditions, products, and yield Reactants: NC1=C(C=C(C(CS(=O)(=O)C)O)C=C1C)C (4-amino-3,5-dimethyl-α-[(methylsulfonyl)-methyl]-benzyl alcohol), [NH2-].[Na+] (sodium amide). The solvent is CS(=O)C (dimethylsulfoxide). Product: NC1=C(C=C(C=O)C=C1C)C (4-amino-3,5-dimethyl-benzaldehyde). Reaction SMILES: [NH2:1][C:2]1[C:14]([CH3:15])=[CH:13][C:5]([CH:6]([OH:12])CS(C)(=O)=O)=[CH:4][C:3]=1[CH3:16].[NH2-].[Na+]>CS(C)=O>[NH2:1][C:2]1[C:3]([CH3:16])=[CH:4][C:5]([CH:6]=[O:12])=[CH:13][C:14]=1[CH3:15] |f:1.2|. Procedure: A solution of 14.6 g. of 4-amino-3,5-dimethyl-α-[(methylsulfonyl)-methyl]-benzyl alcohol in 50 ml. of absolute dimethylsulfoxide was treated with 1.17 g. of sodium amide, stirred for 2 hours at room temperature, diluted with 500 ml. of water and extracted with two 500 ml. portions of ethyl acetate. The ethyl acetate extract was washed with two 200 ml. portions of water and evaporated under vacuum. After recrystallization of the residue from cyclohexane, there was obtained 4-amino-3,5-dimethyl-be... Reactants: ClC1=NN=C(C2=CC=CC=C12)Cl (1,4-dichlorophthalazine), C1NCCC2CCCCC12 (decahydroisoquinoline), C([O-])([O-])=O.[K+].[K+] (potassium carbonate). The solvent is CS(=O)C (DMSO), CS(=O)C (DMSO). Run at temperature 80 celsius, time 16 hour. Product: ClC1=NN=C(C2=CC=CC=C12)N1CC2CCCCC2CC1 (1-chloro-4-(octahydroisoquinolin-2(1H)-yl)phthalazine). As a reaction SMILES: Cl[C:2]1[C:11]2[C:6](=[CH:7][CH:8]=[CH:9][CH:10]=2)[C:5]([Cl:12])=[N:4][N:3]=1.[CH2:13]1[CH:22]2[CH:17]([CH2:18][CH2:19][CH2:20][CH2:21]2)[CH2:16][CH2:15][NH:14]1.C(=O)([O-])[O-].[K+].[K+]>CS(C)=O>[Cl:12][C:5]1[C:6]2[C:11](=[CH:10][CH:9]=[CH:8][CH:7]=2)[C:2]([N:14]2[CH2:15][CH2:16][CH:17]3[CH:22]([CH2:21][CH2:20][CH2:19][CH2:18]3)[CH2:13]2)=[N:3][N:4]=1 |f:2.3.4|. Procedure: A resealable pressure bottle was charged with 1,4-dichlorophthalazine (1258 mg, 6.28 mmol), decahydroisoquinoline (588 μl, 3.95 mmol), potassium carbonate (546 mg, 3.95 mmol) and DMSO (20 mL, 0.2 M). Reaction was stirred at 80° C. for 16 h, then cooled to RT and diluted with 5 mL of DMSO. The solution was purified by Gilson HPLC (10% to 90% CH3CN/H2O/0.1% TFA) to afford 1-chloro-4-(octahydroisoquinolin-2(1H)-yl)phthalazine. MS [M+H]=302.1. Calcd for C17H20ClN3: 301.8. Reactants: [N+](=O)([O-])[O-].[NH4+] (ammonium nitrate), ice water, C(#N)C1=C(C=CC=C1)C1=CC=CC=C1 (2-Cyanobiphenyl), [N+](=O)([O-])[O-].[NH4+] (ammonium nitrate), FC(C(=O)OC(C(F)(F)F)=O)(F)F (Trifluoroacetic anhydride). Run in C(Cl)(Cl)Cl (chloroform). Yields the product C(#N)C1=C(C=CC(=C1)[N+](=O)[O-])C1=CC=CC=C1 (2-Cyano-4nitrobiphenyl). Isolated yield 94.4%. RXN SMILES: [C:1]([C:3]1[CH:8]=[CH:7][CH:6]=[CH:5][C:4]=1[C:9]1[CH:14]=[CH:13][CH:12]=[CH:11][CH:10]=1)#[N:2].[N+:15]([O-])([O-:17])=[O:16].[NH4+].FC(F)(F)C(OC(=O)C(F)(F)F)=O>C(Cl)(Cl)Cl>[C:1]([C:3]1[CH:8]=[C:7]([N+:15]([O-:17])=[O:16])[CH:6]=[CH:5][C:4]=1[C:9]1[CH:14]=[CH:13][CH:12]=[CH:11][CH:10]=1)#[N:2] |f:1.2|. Reported procedure: 2-Cyanobiphenyl (0.111 moles, 20.0 g) and ammonium nitrate (10.0 grams) were added to 250 ml chloroform. Trifluoroacetic anhydride (80 ml) was added. The reaction mixture was stirred until the ammonium nitrate was dissolved. The reaction mixture was added to 300 ml of ice water. The organic layer was separated, dried over sodium sulfate, and concentrated in vacuo to yield 23.5 g of 2-Cyano-4nitrobiphenyl. (MS) The reactants are C1=CC=C(C=C1)P(C2=CC=CC=C2)C3=C(C4=CC=CC=C4C=C3)C5=C(C=CC6=CC=CC=C65)P(C7=CC=CC=C7)C8=CC=CC=C8 (rac-Binap), CC(C)(C)[O-].[Na+] (NaOtBu), COC1=CC=C(CSC2=CC(=NC=C2)Cl)C=C1 (4-(4-methoxybenzylthio)-2-chloropyridine), C1(=CC=CC=C1)C(=N)C1=CC=CC=C1 (diphenylmethanimine). The reagents and catalysts are CC(=O)[O-].CC(=O)[O-].[Pd+2] (Pd(OAc)2). Run in C1(=CC=CC=C1)C (toluene). Run at temperature 100 celsius, time 90 minute. Yields the product COC1=CC=C(CSC2=CC(=NC=C2)N=C(C2=CC=CC=C2)C2=CC=CC=C2)C=C1 (4-(4-methoxybenzylthio)-N-(diphenylmethylene)pyridine-2-amine). As a reaction SMILES: [CH3:1][O:2][C:3]1[CH:17]=[CH:16][C:6]([CH2:7][S:8][C:9]2[CH:14]=[CH:13][N:12]=[C:11](Cl)[CH:10]=2)=[CH:5][CH:4]=1.[C:18]1([C:24]([C:26]2[CH:31]=[CH:30][CH:29]=[CH:28][CH:27]=2)=[NH:25])[CH:23]=[CH:22][CH:21]=[CH:20][CH:19]=1.C1C=CC(P(C2C=CC3C(=CC=CC=3)C=2C2C3C(=CC=CC=3)C=CC=2P(C2C=CC=CC=2)C2C=CC=CC=2)C2C=CC=CC=2)=CC=1.CC([O-])(C)C.[Na+]>C1(C)C=CC=CC=1.CC([O-])=O.CC([O-])=O.[Pd+2]>[CH3:1][O:2][C:3]1[CH:17]=[CH:16][C:6]([CH2:7][S:8][C:9]2[CH:14]=[CH:13][N:12]=[C:11]([N:25]=[C:24]([C:18]3[CH:23]=[CH:22][CH:21]=[CH:20][CH:19]=3)[C:26]3[CH:31]=[CH:30][CH:29]=[CH:28][CH:27]=3)[CH:10]=2)=[CH:5][CH:4]=1 |f:3.4,6.7.8|. Procedure: 4-(4-methoxybenzylthio)-2-chloropyridine (12 g, 45.2 mmol) and diphenylmethanimine (8.7 ml, 52.0 mmol) were dissolved in toluene (300 mL). The solution was evacuated and purged with nitrogen. Pd(OAc)2 (0.51 g, 2.3 mmol), rac-Binap (1.41 g, 2.26 mmol), and NaOtBu (6.1 g, 63.2 mmol) were added. The mixture stirred under N2 at 100° C. for 90 minutes. After cooling to ambient temperature, the mixture was quenched with water and the material was extracted with EtOAc, dried, and concentrated to afford... The reactants are CC1=CC=C(S1)C=1C=CC2=C(C=C(CCS2(=O)=O)C(=O)OC)C1 (methyl 7-(5-methyl-2-thienyl)-1,1-dioxo-2,3-dihydro-1-benzothiepine-4-carboxylate), Cl (hydrochloric acid). Solvent: COCCOC (1,2-dimethoxyethane). Reaction conditions: temperature 100 celsius, time 14 hour. The product is CC1=CC=C(S1)C=1C=CC2=C(C=C(CCS2(=O)=O)C(=O)O)C1 (7-(5-methyl-2-thienyl)-1,1-dioxo-2,3-dihydro-1-benzothiepine-4-carboxylic acid). Isolated yield 89.3%. RXN SMILES: [CH3:1][C:2]1[S:6][C:5]([C:7]2[CH:8]=[CH:9][C:10]3[S:16](=[O:18])(=[O:17])[CH2:15][CH2:14][C:13]([C:19]([O:21]C)=[O:20])=[CH:12][C:11]=3[CH:23]=2)=[CH:4][CH:3]=1.Cl>COCCOC>[CH3:1][C:2]1[S:6][C:5]([C:7]2[CH:8]=[CH:9][C:10]3[S:16](=[O:18])(=[O:17])[CH2:15][CH2:14][C:13]([C:19]([OH:21])=[O:20])=[CH:12][C:11]=3[CH:23]=2)=[CH:4][CH:3]=1. Reported procedure: In 1,2-dimethoxyethane (10.5 ml) was dissolved methyl 7-(5-methyl-2-thienyl)-1,1-dioxo-2,3-dihydro-1-benzothiepine-4-carboxylate (210 mg), and to the solution was added 6N hydrochloric acid (6.3 ml). The mixture was stirred at 100° C. for 14 hours, cooled to room temperature, extracted with ethyl acetate, washed with saturated brine and dried with magnesium sulfate. Under reduced pressure, the solvent was evaporated to give 7-(5-methyl-2-thienyl)-1,1-dioxo-2,3-dihydro-1-benzothiepine-4-carboxyli...